This data is from the Open Reaction Database (ORD), a public repository of structured organic reaction records. The task is: describe an organic reaction: reactants, conditions, products, and yield The reactants are O=C1CN(C(=O)OCc2ccccc2)CCN1Cc1ccc2nc(Cl)ccc2c1, ClCCl, [K+], [Na+], [OH-], [OH-], Oc1ccccc1. Product: O=C1CN(C(=O)OCc2ccccc2)CCN1Cc1ccc2nc(Oc3ccccc3)ccc2c1. Reaction SMILES: [CH2:8]([c:9]1[cH:10][cH:11][cH:12][cH:13][cH:14]1)[O:15][C:16](=[O:17])[N:18]1[CH2:19][C:20](=[O:36])[N:21]([CH2:24][c:25]2[cH:26][c:27]3[cH:28][cH:29][c:30]([Cl:35])[n:31][c:32]3[cH:33][cH:34]2)[CH2:22][CH2:23]1.[Cl:41][CH2:42][Cl:43].[K+:38].[Na+:40].[OH-:37].[OH-:39].[OH:1][c:2]1[cH:3][cH:4][cH:5][cH:6][cH:7]1>>[O:1]([c:2]1[cH:3][cH:4][cH:5][cH:6][cH:7]1)[c:30]1[cH:29][cH:28][c:27]2[cH:26][c:25]([CH2:24][N:21]3[C:20](=[O:36])[CH2:19][N:18]([C:16]([O:15][CH2:8][c:9]4[cH:10][cH:11][cH:12][cH:13][cH:14]4)=[O:17])[CH2:23][CH2:22]3)[cH:34][cH:33][c:32]2[n:31]1. Starting materials: COC(=O)C1=NNC=C1[N+](=O)[O-] (4-nitro-1H-pyrazole-3-carboxylic acid methyl ester), [H-].[Na+] (sodium hydride), CI (methyl iodide). Run in O1CCCC1 (tetrahydrofuran), O1CCCC1 (tetrahydrofuran). Run at temperature 0 celsius, time 1 hour. Product: COC(=O)C1=NN(C=C1[N+](=O)[O-])C (1-methyl-4-nitro-1H-pyrazole-3-carboxylic acid methyl ester). Yield: 82.8%. RXN SMILES: [H-].[Na+].[CH3:3][O:4][C:5]([C:7]1[C:11]([N+:12]([O-:14])=[O:13])=[CH:10][NH:9][N:8]=1)=[O:6].[CH3:15]I>O1CCCC1>[CH3:3][O:4][C:5]([C:7]1[C:11]([N+:12]([O-:14])=[O:13])=[CH:10][N:9]([CH3:15])[N:8]=1)=[O:6] |f:0.1|. Procedure details: A mixture of sodium hydride (167 mg, 6.96 mmol) in tetrahydrofuran (15 mL) cooled to 0° C. was treated with a solution of 4-nitro-1H-pyrazole-3-carboxylic acid methyl ester (1.0 g, 5.8 mmol) in tetrahydrofuran (10 mL). This mixture was stirred at 0° C. for 1 h. It was then treated with methyl iodide (0.54 mL, 8.7 mmol). The reaction was stirred at 25° C. for 18 h. At this time, the reaction was cooled to 0° C. and was then quenched with a saturated aqueous ammonium chloride solution and diluted ... Reactants: [H-], O=C(Nc1ccc([N+](=O)[O-])c(C(F)(F)F)c1)C12OC1C1CCC2CC1, [Na+], CN(C)C=O, O=P(NO)(c1ccccc1)c1ccccc1. Yields the product NN(C(=O)C12OC1C1CCC2CC1)c1ccc([N+](=O)[O-])c(C(F)(F)F)c1. Reaction SMILES: [H-:2].[N+:3](=[O:4])([O-:5])[c:6]1[c:7]([C:24]([F:25])([F:26])[F:27])[cH:8][c:9]([NH:12][C:13](=[O:14])[C:15]23[CH:16]4[CH2:17][CH2:18][CH:19]([CH:20]2[O:21]3)[CH2:22][CH2:23]4)[cH:10][cH:11]1.[Na+:1].[O:44]=[CH:45][N:46]([CH3:47])[CH3:48].[c:28]1([P:29]([c:31]2[cH:32][cH:33][cH:34][cH:35][cH:36]2)(=[O:37])[NH:42][OH:30])[cH:38][cH:39][cH:40][cH:41][cH:43]1>>[N+:3](=[O:4])([O-:5])[c:6]1[c:7]([C:24]([F:25])([F:26])[F:27])[cH:8][c:9]([N:12]([C:13](=[O:14])[C:15]23[CH:16]4[CH2:17][CH2:18][CH:19]([CH:20]2[O:21]3)[CH2:22][CH2:23]4)[NH2:42])[cH:10][cH:11]1.